Dataset: the Open Reaction Database (ORD), a public repository of structured organic reaction records. Task: describe an organic reaction: reactants, conditions, products, and yield Starting materials: BrC=1C=C(C=CC1C#N)N[C@H]1[C@H](CCCC1)NC(OC(C)(C)C)=O (tert-butyl (1S,2R)-2-(3-bromo-4-cyanophenylamino)cyclohexylcarbamate), N=1N(N=CC1)C=1C=C(N)C=CC1 (3-(2H-1,2,3-triazol-2-yl)aniline), C=1C=CC(=CC1)P(C=2C=CC=CC2)C3=CC=C4C=CC=CC4=C3C5=C6C=CC=CC6=CC=C5P(C=7C=CC=CC7)C=8C=CC=CC8 (BINAP), C(=O)([O-])[O-].[K+].[K+] (K2CO3). Reagents/catalysts: CC(=O)[O-].CC(=O)[O-].[Pd+2] (Pd(OAc)2). The solvent is O1CCOCC1 (dioxane). Conditions: time 4 hour. The product is N=1N(N=CC1)C=1C=C(C=CC1)NC=1C=C(C=CC1C#N)N[C@H]1[C@H](CCCC1)NC(OC(C)(C)C)=O (tert-butyl (1S,2R)-2-(3-(3-(2H-1,2,3-triazol-2-yl)phenylamino)-4-cyanophenylamino)cyclohexylcarbamate), crude residue. Reaction SMILES: Br[C:2]1[CH:3]=[C:4]([NH:10][C@@H:11]2[CH2:16][CH2:15][CH2:14][CH2:13][C@@H:12]2[NH:17][C:18](=[O:24])[O:19][C:20]([CH3:23])([CH3:22])[CH3:21])[CH:5]=[CH:6][C:7]=1[C:8]#[N:9].[N:25]1[N:26]([C:30]2[CH:31]=[C:32]([CH:34]=[CH:35][CH:36]=2)[NH2:33])[N:27]=[CH:28][CH:29]=1.C1C=CC(P(C2C(C3C(P(C4C=CC=CC=4)C4C=CC=CC=4)=CC=C4C=3C=CC=C4)=C3C(C=CC=C3)=CC=2)C2C=CC=CC=2)=CC=1.C([O-])([O-])=O.[K+].[K+]>O1CCOCC1.CC([O-])=O.CC([O-])=O.[Pd+2]>[N:25]1[N:26]([C:30]2[CH:31]=[C:32]([NH:33][C:2]3[CH:3]=[C:4]([NH:10][C@@H:11]4[CH2:16][CH2:15][CH2:14][CH2:13][C@@H:12]4[NH:17][C:18](=[O:24])[O:19][C:20]([CH3:23])([CH3:22])[CH3:21])[CH:5]=[CH:6][C:7]=3[C:8]#[N:9])[CH:34]=[CH:35][CH:36]=2)[N:27]=[CH:28][CH:29]=1 |f:3.4.5,7.8.9|. Reported procedure: A mixture of tert-butyl (1S,2R)-2-(3-bromo-4-cyanophenylamino)cyclohexylcarbamate (150 mg, 0.380 mmol), 3-(2H-1,2,3-triazol-2-yl)aniline (100 mg, 0.625 mmol), BINAP (40 mg, 0.064 mmol), Pd(OAc)2 (25 mg, 0.11 mmol) and K2CO3 (150 mg, 1.08 mmol) in dioxane (3 mL) was degassed with Ar, then was stirred at 100 C for 4 h. EtOAc and water were added. The organic phase was separated, washed with 1N HCl, then with 5% NaHCO3, dried over Na2SO4, concentrated in vacuo to give tert-butyl (1S,2R)-2-(3-(3-(2H... Starting materials: CO, Cl, c1ccc(-c2cnc3cnc(C4CCNC(c5ccccc5)C4)[nH]c2-3)cc1. The product is Cl, O, c1ccc(-c2cnc3cnc(C4CCNC(c5ccccc5)C4)[nH]c2-3)cc1. RXN SMILES: [CH3:29][OH:30].[ClH:28].[c:1]1([CH:7]2[CH2:8][CH:9]([c:13]3[n:14][cH:15][c:16]4[n:21][cH:20][c:19](-[c:22]5[cH:23][cH:24][cH:25][cH:26][cH:27]5)[c:17]-4[nH:18]3)[CH2:10][CH2:11][NH:12]2)[cH:2][cH:3][cH:4][cH:5][cH:6]1>>[ClH:28].[OH2:30].[c:1]1([CH:7]2[CH2:8][CH:9]([c:13]3[n:14][cH:15][c:16]4[n:21][cH:20][c:19](-[c:22]5[cH:23][cH:24][cH:25][cH:26][cH:27]5)[c:17]-4[nH:18]3)[CH2:10][CH2:11][NH:12]2)[cH:2][cH:3][cH:4][cH:5][cH:6]1. Reaction SMILES: [C:11]([Cl:12])(=[O:13])[CH2:14][CH3:15].[CH2:16]([CH3:17])[CH:18]1[NH:19][CH2:20][CH2:21][c:22]2[cH:23][cH:24][c:25]([CH3:28])[cH:26][c:27]21.[CH2:47]([Cl:48])[Cl:49].[CH3:1][c:2]1[cH:3][cH:4][c:5]([CH2:6][CH2:7][NH2:8])[cH:9][cH:10]1.[Cl:41][CH:42]([Cl:43])[C:44]([Cl:45])=[O:46].[Na+:40].[OH-:39].[cH:29]1[cH:30][c:31]2[c:32]([cH:33][n:34][cH:35][cH:36]2)[cH:37][cH:38]1>>[CH2:16]([CH3:17])[CH:18]1[N:19]([C:44]([CH:42]([Cl:41])[Cl:43])=[O:46])[CH2:20][CH2:21][c:22]2[cH:23][cH:24][c:25]([CH3:28])[cH:26][c:27]21. The reactants are CCC(=O)Cl, CCC1NCCc2ccc(C)cc21, ClCCl, Cc1ccc(CCN)cc1, O=C(Cl)C(Cl)Cl, [Na+], [OH-], c1ccc2cnccc2c1. The product is CCC1c2cc(C)ccc2CCN1C(=O)C(Cl)Cl. RXN SMILES: [Br:1][C:2]1[C:3]([F:16])=[C:4](NC(=O)OC(C)(C)C)[CH:5]=[CH:6][CH:7]=1.[CH:17](=O)/[CH:18]=[CH:19]/[CH3:20].[OH-].[NH4+:23]>Cl.O1CCOCC1>[Br:1][C:2]1[C:3]([F:16])=[C:4]2[C:5]([CH:17]=[CH:18][C:19]([CH3:20])=[N:23]2)=[CH:6][CH:7]=1 |f:2.3|. Procedure details: A solution of tert-butyl 3-bromo-2-fluorophenylcarbamate (6.0 g, 20.7 mmol) in 4N HCl (30 mL) in dioxane was stirred at ambient temperature for 2 hours. The solvent was removed under reduced pressure. The residue was dissolved in 6 N HCl (100 mL) and (E)-but-2-enal (2.96 ml, 36.2 mmol) was added dropwise at 106° C. The reaction was stirred at 106° C. for 2 hours. After cooling to ambient temperature, the reaction mixture was basified with ammonium hydroxide to about pH 12, extracted with DCM (2×... Isolated yield 60.2%. Reaction conditions: temperature 106 celsius, time 2 hour. Starting materials: BrC=1C(=C(C=CC1)NC(OC(C)(C)C)=O)F (tert-butyl 3-bromo-2-fluorophenylcarbamate), [OH-].[NH4+] (ammonium hydroxide), C(\C=C\C)=O ((E)-but-2-enal). Yields the product BrC1=CC=C2C=CC(=NC2=C1F)C (7-bromo-8-fluoro-2-methylquinoline). Solvent: Cl (HCl), O1CCOCC1 (dioxane). Starting materials: NC=1C(N(C(N(C1N)CC)=O)CC)=O (5,6-diamino-1,3-diethyluracil), COC=1C=C(C=CC(=O)O)C=CC1 (3-methoxycinnamic acid). Product: C(C)N1C(=O)N(C=2N=C(NC2C1=O)\C=C\C1=CC(=CC=C1)OC)CC ((E)-1,3-Diethyl-8-(3-methoxystyryl)xanthine). The yield is 49.0%. As a reaction SMILES: [NH2:1][C:2]1[C:3](=[O:14])[N:4]([CH2:12][CH3:13])[C:5](=[O:11])[N:6]([CH2:9][CH3:10])[C:7]=1[NH2:8].[CH3:15][O:16][C:17]1[CH:18]=[C:19]([CH:25]=[CH:26][CH:27]=1)[CH:20]=[CH:21][C:22](O)=O>>[CH2:12]([N:4]1[C:3](=[O:14])[C:2]2[NH:1][C:22](/[CH:21]=[CH:20]/[C:19]3[CH:25]=[CH:26][CH:27]=[C:17]([O:16][CH3:15])[CH:18]=3)=[N:8][C:7]=2[N:6]([CH2:9][CH3:10])[C:5]1=[O:11])[CH3:13]. Procedure: Substantially the same procedure as in Example 7 was repeated using 2.50 g (12.6 mmol) of 5,6-diamino-1,3-diethyluracil and 2.48 g (13.9 mmol) of 3-methoxycinnamic acid. Then, the resultant crude crystals were recrystallized from dimethylformamide/water to give 2.10 g (yield 49%) of Compound 102 as a white powder. The reactants are COC(=O)C1(CCC2=CC(=C(C=C12)O)C(C1=CC=CC=C1)=O)CO (1-hydroxymethyl-5-benzoyl-6-hydroxy-indane-1carboxylic acid methyl ester). Solvent: [OH-].[Na+] (sodium hydroxide), CO (methanol). The product is OCC1(CCC2=CC(=C(C=C12)O)C(C1=CC=CC=C1)=O)C(=O)O (1-hydroxymethyl-5-benzoyl-6-hydroxy-indane-1-carboxylic acid). RXN SMILES: C[O:2][C:3]([C:5]1([CH2:23][OH:24])[C:13]2[C:8](=[CH:9][C:10]([C:15](=[O:22])[C:16]3[CH:21]=[CH:20][CH:19]=[CH:18][CH:17]=3)=[C:11]([OH:14])[CH:12]=2)[CH2:7][CH2:6]1)=[O:4]>[OH-].[Na+].CO>[OH:24][CH2:23][C:5]1([C:3]([OH:4])=[O:2])[C:13]2[C:8](=[CH:9][C:10]([C:15](=[O:22])[C:16]3[CH:17]=[CH:18][CH:19]=[CH:20][CH:21]=3)=[C:11]([OH:14])[CH:12]=2)[CH2:7][CH2:6]1 |f:1.2|. Reported procedure: A solution of 2.8 g of 1-hydroxymethyl-5-benzoyl-6-hydroxy-indane-1carboxylic acid methyl ester in 12 ml of 2 N sodium hydroxide solution and 50 ml of methanol is heated to the reflux temperature for 5 hours. It is then evaporated in vacuo to a volume of approx. 10 ml and the evaporation residue is partitioned between twice 50 ml of water and 50 ml of ether. The aqueous phases are combined, acidifed to pH 1 with concentrated hydrochloric acid and extracted with twice 50 ml of ether. The organic ... Starting materials: [Cl-].[NH4+] (ammonium chloride), C(CCC)[Li] (n-Butyllithium), BrC1=C(C=CC(=C1)COC1OCCCC1)COC1OCCCC1 (2-bromo-1,4-bis[(tetrahydropyran-2-yl)oxymethyl]benzene), C(=O)=O (carbon dioxide). Solvent: C(C)(=O)OCC (ethyl acetate), O1CCCC1 (tetrahydrofuran), CCCCCC (hexane). Run at temperature -78 celsius, time 40 minute. Product: O1C(CCCC1)OCC1=C(C(=O)O)C=C(C=C1)COC1OCCCC1 (2,5-Bis[(tetrahydropyran-2-yl)oxymethyl]benzoic acid). Yield: 50.0%. As a reaction SMILES: C([Li])CCC.Br[C:7]1[CH:12]=[C:11]([CH2:13][O:14][CH:15]2[CH2:20][CH2:19][CH2:18][CH2:17][O:16]2)[CH:10]=[CH:9][C:8]=1[CH2:21][O:22][CH:23]1[CH2:28][CH2:27][CH2:26][CH2:25][O:24]1.[C:29](=[O:31])=[O:30].[Cl-].[NH4+]>O1CCCC1.CCCCCC.C(OCC)(=O)C>[O:24]1[CH2:25][CH2:26][CH2:27][CH2:28][CH:23]1[O:22][CH2:21][C:8]1[CH:9]=[CH:10][C:11]([CH2:13][O:14][CH:15]2[CH2:20][CH2:19][CH2:18][CH2:17][O:16]2)=[CH:12][C:7]=1[C:29]([OH:31])=[O:30] |f:3.4|. Reported procedure: n-Butyllithium (1.57 M hexane solution; 8.33 ml, 13.1 mmol) was added dropwise to a solution of 2-bromo-1,4-bis[(tetrahydropyran-2-yl)oxymethyl]benzene (3.55 g, 9.22 mmol) obtained from Example 1-(2) in tetrahydrofuran (30 ml) with stirring at −78° C. After the mixture was stirred at the same temperature for 20 minutes, carbon dioxide gas was introduced thereto for 40 minutes. The resulting mixture was stirred at the same temperature for 1 hour, and then the reaction was stopped by addition of a...